From a dataset of the Open Reaction Database (ORD), a public repository of structured organic reaction records. describe an organic reaction: reactants, conditions, products, and yield As a reaction SMILES: [Br:26][CH2:27][C:28](=[O:29])[O:30][CH2:31][CH3:32].[Cl:3][c:4]1[cH:5][cH:6][c:7]([Cl:25])[c:8]2[c:9]3[c:10]([nH:11][c:12]12)[CH2:13][CH2:14][N:15]([C:18](=[O:19])[O:20][C:21]([CH3:22])([CH3:23])[CH3:24])[CH2:16][CH2:17]3.[H-:1].[Na+:2].[O:33]=[CH:34][N:35]([CH3:36])[CH3:37]>>[Cl:3][c:4]1[cH:5][cH:6][c:7]([Cl:25])[c:8]2[c:9]3[c:10]([n:11]([CH2:27][C:28](=[O:29])[O:30][CH2:31][CH3:32])[c:12]12)[CH2:13][CH2:14][N:15]([C:18](=[O:19])[O:20][C:21]([CH3:22])([CH3:23])[CH3:24])[CH2:16][CH2:17]3. Product: CCOC(=O)Cn1c2c(c3c(Cl)ccc(Cl)c31)CCN(C(=O)OC(C)(C)C)CC2. Reactants: CCOC(=O)CBr, CC(C)(C)OC(=O)N1CCc2[nH]c3c(Cl)ccc(Cl)c3c2CC1, [H-], [Na+], CN(C)C=O. Starting materials: Cl (hydrochloride), NC1C(N2C1SCC1=C2C(OC1O)=O)=O (6-amino-1,4,5a,6-tetrahydro-3-hydroxy-1,7-dioxo-3H,7H-azeto[2,1-b]furo[3,4-d][1,3]thiazin), N,O-bis-(trimethylsilyl)acetamide, Cl (hydrochloride), NO (hydroxylamine). Solvent: ClCCl (dichloromethane). Reaction conditions: time 2 hour. The product is NC1[C@@H]2N(C(=C(CS2)C=NO)C(=O)O)C1=O (7-Amino-3-[(hydroxyimino)methyl]-3-cephem-4-carboxylic acid). Reaction SMILES: Cl.[NH2:2][CH:3]1[CH:6]2[S:7][CH2:8][C:9]3[CH:13](O)[O:12][C:11](=[O:15])[C:10]=3[N:5]2[C:4]1=[O:16].[NH2:17][OH:18]>ClCCl>[NH2:2][CH:3]1[C:4](=[O:16])[N:5]2[C:10]([C:11]([OH:12])=[O:15])=[C:9]([CH:13]=[N:17][OH:18])[CH2:8][S:7][C@H:6]12. Procedure details: A suspension of 0.79 g of the hydrochloride of 6-amino-1,4,5a,6-tetrahydro-3-hydroxy-1,7-dioxo-3H,7H-azeto[2,1-b]furo[3,4-d][1,3]thiazin in 10 ml of dichloromethane is treated under stirring at 4° with 2.67 g of N,O-bis-(trimethylsilyl)acetamide. A clear solution is obtained within 10 minutes. 0.21 g of the hydrochloride of hydroxylamine are added. The reaction mixture is stirred for ca. 2 hours under nitrogen at 4° and the solvent is evaporated off. The residue is treated with 10 ml of isopropy... Starting materials: CCOC(Cc1ccc(OCc2nc(-c3ccccc3)oc2C)cc1F)C(=O)OC, [Li+], [OH-]. Yields the product CCOC(Cc1ccc(OCc2nc(-c3ccccc3)oc2C)cc1F)C(=O)O. As a reaction SMILES: [CH3:1][O:2][C:3]([CH:4]([CH2:5][c:6]1[c:7]([F:26])[cH:8][c:9]([O:12][CH2:13][c:14]2[n:15][c:16](-[c:20]3[cH:21][cH:22][cH:23][cH:24][cH:25]3)[o:17][c:18]2[CH3:19])[cH:10][cH:11]1)[O:27][CH2:28][CH3:29])=[O:30].[Li+:32].[OH-:31]>>[O:2]=[C:3]([CH:4]([CH2:5][c:6]1[c:7]([F:26])[cH:8][c:9]([O:12][CH2:13][c:14]2[n:15][c:16](-[c:20]3[cH:21][cH:22][cH:23][cH:24][cH:25]3)[o:17][c:18]2[CH3:19])[cH:10][cH:11]1)[O:27][CH2:28][CH3:29])[OH:30].